Dataset: the Open Reaction Database (ORD), a public repository of structured organic reaction records. Task: describe an organic reaction: reactants, conditions, products, and yield Reactants: ClC=1C=C(C=CC1C=O)C (3-chloro-p-tolualdehyde), [OH-].[Na+] (sodium hydroxide), [ 11 ], CC(=O)C (acetone). The solvent is C(C)O (ethanol). Product: ClC=1C=C(C=CC1C=CC(C=CC1=C(C=C(C=C1)C)Cl)=O)C (1,5-bis(3-chloro-p-tolyl)-1,4-pentadien-3-one). Reaction SMILES: [Cl:1][C:2]1[CH:3]=[C:4]([CH3:10])[CH:5]=[CH:6][C:7]=1[CH:8]=O.[CH3:11][C:12]([CH3:14])=[O:13].[OH-].[Na+]>C(O)C>[Cl:1][C:2]1[CH:3]=[C:4]([CH3:10])[CH:5]=[CH:6][C:7]=1[CH:8]=[CH:11][C:12](=[O:13])[CH:14]=[CH:8][C:7]1[CH:6]=[CH:5][C:4]([CH3:10])=[CH:3][C:2]=1[Cl:1] |f:2.3|. Procedure: The starting material, 1,5-bis(3-chloro-p-tolyl)-1,4-pentadien-3-one is prepared by the reaction of two moles of 3-chloro-p-tolualdehyde [Wahl, Ann. Chim. [11] 5 (1936), pp. 5, 39] and one mole of acetone in ethanol solution in the presence of sodium hydroxide. The reactants are ClCCC1N(CCC1)C (2-(2-Chloroethyl)-1-methylpyrrolidine), FC=1C=C(C=CC1OC)S (3-fluoro-4-methyoxythiophenol), C([O-])([O-])=O.[K+].[K+] (potassium carbonate). Solvent: CN(C)C=O (DMF). Product: FC=1C=C(C=CC1C)SCCC1N(CCC1)C (2-[2-(3-Fluoro-4-methylphenyl)thioethyl]-1-methylpyrrolidine). Yield: 74.2%. As a reaction SMILES: Cl[CH2:2][CH2:3][CH:4]1[CH2:8][CH2:7][CH2:6][N:5]1[CH3:9].[F:10][C:11]1[CH:12]=[C:13]([SH:19])[CH:14]=[CH:15][C:16]=1OC.[C:20](=O)([O-])[O-].[K+].[K+]>CN(C=O)C>[F:10][C:11]1[CH:12]=[C:13]([S:19][CH2:2][CH2:3][CH:4]2[CH2:8][CH2:7][CH2:6][N:5]2[CH3:9])[CH:14]=[CH:15][C:16]=1[CH3:20] |f:2.3.4|. Procedure: 2-(2-Chloroethyl)-1-methylpyrrolidine (1.4 g, 9.48 mmole), 3-fluoro-4-methyoxythiophenol (1.5 g, 9.48 mmole), potassium carbonate (13.1 g, 94.8 mmole) and DMF (20 mL) were combined, yielding 1.90 g (7.03 mmole, 74%) of the desired compound. Starting materials: CC1=CC2=C(CN(CC2O)C)O1 (2,6-dimethyl-4,5,6,7-tetrahydrofuro[2,3-c]pyridin-4-ol), ClC1=C(C=C(C=C1)O)CC (4-chloro-3-ethylphenol). Product: Cl.ClC1=C(C=C(C=C1)OC1C2=C(CN(C1)C)OC(=C2)C)CC (4-(4-Chloro-3-ethylphenyloxy)-2,6-dimethyl-4,5,6,7-tetrahydrofuro[2,3-c]pyridine hydrochloride). RXN SMILES: [CH3:1][C:2]1[O:12][C:5]2[CH2:6][N:7]([CH3:11])[CH2:8][CH:9]([OH:10])[C:4]=2[CH:3]=1.[Cl:13][C:14]1[CH:19]=[CH:18][C:17](O)=[CH:16][C:15]=1[CH2:21][CH3:22]>>[ClH:13].[Cl:13][C:14]1[CH:19]=[CH:18][C:17]([O:10][CH:9]2[CH2:8][N:7]([CH3:11])[CH2:6][C:5]3[O:12][C:2]([CH3:1])=[CH:3][C:4]2=3)=[CH:16][C:15]=1[CH2:21][CH3:22] |f:2.3|. Procedure details: The same method as in Example 47 was conducted using 2,6-dimethyl-4,5,6,7-tetrahydrofuro[2,3-c]pyridin-4-ol (Reference Example 2) instead of 6-methyl-4,5,6,7-tetrahydrofuro[2,3-c]pyridin-4-ol (Reference Example 1) and was conducted using 4-chloro-3-ethylphenol instead of 4-chloro-3-methylphenol to give the objective compound. The reactants are C(=O)(OC(C)C)NC=1C=CC2=C(N(C3=C(CC2)C=CC=C3)C(CCl)=O)C1 (3-carbisopropoxyamino-5-chloroacetyl-10,11-dihydro-5H-dibenz[b,f]azepine), C(C)O (ethanol), CN (monomethylamine). The solvent is O (water), O (water), O (water). Conditions: temperature 50 celsius, time 8 hour. Yields the product C(=O)(OCC)NC=1C=C(C2=C(N(C3=C(CC2)C=CC=C3)NC3CCCCC3)C1)C(C)=O (3-carbethoxyamino-5-cyclohexylamino-acetyl-10,11-dihydro-5H-dibenz[b,f]azepine). As a reaction SMILES: [C:1]([NH:7][C:8]1[CH:9]=[CH:10][C:11]2[CH2:17][CH2:16][C:15]3[CH:18]=[CH:19][CH:20]=[CH:21][C:14]=3[N:13](C(=O)CCl)[C:12]=2[CH:26]=1)([O:3][CH:4]([CH3:6])C)=[O:2].[CH2:27]([OH:29])[CH3:28].[CH3:30][NH2:31]>O>[C:1]([NH:7][C:8]1[CH:9]=[C:10]([C:27](=[O:29])[CH3:28])[C:11]2[CH2:17][CH2:16][C:15]3[CH:18]=[CH:19][CH:20]=[CH:21][C:14]=3[N:13]([NH:31][CH:30]3[CH2:10][CH2:9][CH2:8][CH2:26][CH2:12]3)[C:12]=2[CH:26]=1)([O:3][CH2:4][CH3:6])=[O:2]. Procedure details: 18 g, approximately 0.05 moles of 3-carbisopropoxyamino-5-chloroacetyl-10,11-dihydro-5H-dibenz[b,f]azepine (hereafter referred to as Startazeine 2) and 300 ml of 96% ethanol are added to a 2liter 3-neck flask. At room temperature, 100 ml of aqueous monomethylamine solution (38%=1.2 moles) are added with stirring. The reaction mixture is heated slowly by means of a water bath to 50° C., stirred for 3 hours at this temperature and then for another hour at 60° C. After cooling to 25° C.-30° C., 750... RXN SMILES: C([N:4]1[CH2:8][CH2:7][N:6]([C:9]2[CH:14]=[C:13](Cl)[CH:12]=[CH:11][C:10]=2[C:16]([N:18]2[CH2:23][CH2:22][N:21]([C:24]3[C:29]([CH3:30])=[CH:28][C:27]([CH3:31])=[C:26]([CH3:32])[N:25]=3)[CH2:20][CH2:19]2)=[O:17])[C:5]1=[O:33])(=O)C.[S:34]1(=[O:40])(=[O:39])[CH2:38][CH2:37][CH2:36][NH:35]1>>[O:39]=[S:34]1(=[O:40])[CH2:38][CH2:37][CH2:36][N:35]1[C:13]1[CH:12]=[CH:11][C:10]([C:16]([N:18]2[CH2:19][CH2:20][N:21]([C:24]3[C:29]([CH3:30])=[CH:28][C:27]([CH3:31])=[C:26]([CH3:32])[N:25]=3)[CH2:22][CH2:23]2)=[O:17])=[C:9]([N:6]2[CH2:7][CH2:8][NH:4][C:5]2=[O:33])[CH:14]=1. Yield: 52.6%. Product: O=S1(N(CCC1)C=1C=CC(=C(C1)N1C(NCC1)=O)C(=O)N1CCN(CC1)C1=NC(=C(C=C1C)C)C)=O (1-{5-(1,1-dioxo-1λ6-isothiazolidin-2-yl)-2-[4-(3,5,6-trimethylpyridin-2-yl)piperazine-1-carbonyl]phenyl}imidazolidin-2-one). Reactants: C(C)(=O)N1C(N(CC1)C1=C(C=CC(=C1)Cl)C(=O)N1CCN(CC1)C1=NC(=C(C=C1C)C)C)=O (1-acetyl-3-{5-chloro-2-[4-(3,5,6-trimethylpyridin-2-yl)piperazine-1-carbonyl]phenyl}imidazolidin-2-one), S1(NCCC1)(=O)=O (isothiazolidine 1,1-dioxide). Reported procedure: Using 1-acetyl-3-{5-chloro-2-[4-(3,5,6-trimethylpyridin-2-yl)piperazine-1-carbonyl]phenyl}imidazolidin-2-one (190 mg) described in Preparation Example 258 and isothiazolidine 1,1-dioxide (73 mg) and by the reaction and treatment in the same manner as in Example 649, the title compound (109 mg) was obtained. Reagents/catalysts: CN(C)C=1C=CN=CC1 (4-DMAP). As a reaction SMILES: [C:1]1([C:19]2[CH:24]=[CH:23][CH:22]=[CH:21][CH:20]=2)[CH:6]=[CH:5][C:4]([C:7]([N:9]2[CH2:17][C@H:16]([OH:18])[CH2:15][C@H:10]2[C:11]([O:13][CH3:14])=[O:12])=[O:8])=[CH:3][CH:2]=1.[CH3:25][C:26]([Si:29](Cl)([CH3:31])[CH3:30])([CH3:28])[CH3:27]>C(Cl)Cl.CN(C1C=CN=CC=1)C>[C:1]1([C:19]2[CH:24]=[CH:23][CH:22]=[CH:21][CH:20]=2)[CH:2]=[CH:3][C:4]([C:7]([N:9]2[CH2:17][C@H:16]([O:18][Si:29]([C:26]([CH3:28])([CH3:27])[CH3:25])([CH3:31])[CH3:30])[CH2:15][C@H:10]2[C:11]([O:13][CH3:14])=[O:12])=[O:8])=[CH:5][CH:6]=1. Procedure details: Methyl (4R)-1-(1,1′-biphenyl-4-ylcarbonyl)-4-hydroxy-L-prolinate (intermediate 2a, 2.07 g, 6.35 mmol) was dissolved in DCM (30 ml) and treated with 4-DMAP (776 mg, 6.35 mmol), TEA (2.21 ml, 15.88 mmol) and TBDMS-Cl (1.91 g, 12.7 mmol). The reaction was monitored by LC/MS. After 24 h, as the reaction was not completed, TBDMS-CL (300 mg, 2 mmol) and TEA (1 ml) were added. After 48 h, the reaction was completed. The mixture was washed with sat. NH4Cl and brine (twice), dried over magnesium sulfate,... Starting materials: C1(=CC=C(C=C1)C(=O)N1[C@H](C(=O)OC)C[C@H](C1)O)C1=CC=CC=C1 (Methyl (4R)-1-(1,1′-biphenyl-4-ylcarbonyl)-4-hydroxy-L-prolinate), C1(=CC=C(C=C1)C(=O)N1[C@H](C(=O)OC)C[C@H](C1)O)C1=CC=CC=C1 (Methyl (4R)-1-(1,1′-biphenyl-4-ylcarbonyl)-4-hydroxy-L-prolinate), CC(C)(C)[Si](C)(C)Cl (TBDMS-CL), TEA, TEA, CC(C)(C)[Si](C)(C)Cl (TBDMS-Cl). Solvent: C(Cl)Cl (DCM). The product is C1(=CC=C(C=C1)C(=O)N1[C@H](C(=O)OC)C[C@H](C1)O[Si](C)(C)C(C)(C)C)C1=CC=CC=C1 (methyl (4R)-1-(1,1′-biphenyl-4-ylcarbonyl)-4-{[tert-butyl (dimethyl) silyl]oxy}-L-prolinate). Reaction conditions: time 24 hour. The reactants are CC(C)Oc1cc(C(=O)Nc2ccn(C)n2)cc2c1CC(CO)O2, CN(C)c1ccncc1, Cc1ccc(S(=O)(=O)Cl)cc1, c1ccncc1. Yields the product Cc1ccc(S(=O)(=O)OCC2Cc3c(OC(C)C)cc(C(=O)Nc4ccn(C)n4)cc3O2)cc1. Reaction SMILES: [CH3:1][n:2]1[n:3][c:4]([NH:7][C:8](=[O:9])[c:10]2[cH:11][c:12]3[c:13]([c:19]([O:21][CH:22]([CH3:23])[CH3:24])[cH:20]2)[CH2:14][CH:15]([CH2:17][OH:18])[O:16]3)[cH:5][cH:6]1.[CH3:42][N:43]([c:44]1[cH:45][cH:46][n:47][cH:48][cH:49]1)[CH3:50].[c:25]1([CH3:35])[cH:26][cH:27][c:28]([S:31](=[O:32])(=[O:33])[Cl:34])[cH:29][cH:30]1.[cH:36]1[cH:37][cH:38][n:39][cH:40][cH:41]1>>[CH3:1][n:2]1[n:3][c:4]([NH:7][C:8](=[O:9])[c:10]2[cH:11][c:12]3[c:13]([c:19]([O:21][CH:22]([CH3:23])[CH3:24])[cH:20]2)[CH2:14][CH:15]([CH2:17][O:18][S:31]([c:28]2[cH:27][cH:26][c:25]([CH3:35])[cH:30][cH:29]2)(=[O:32])=[O:33])[O:16]3)[cH:5][cH:6]1. Starting materials: C(C)(=O)[O-].[NH4+] (ammonium acetate), C(CCCCCCCCCCCCCCCCC)SCCCCCC(=O)Cl (6-(octadecylthio) hexanoic acid chloride). The solvent is CN(C(C)=O)C (N,N-dimethylacetamide). RXN SMILES: C([O-])(=O)C.[NH4+:5].[CH2:6]([S:24][CH2:25][CH2:26][CH2:27][CH2:28][CH2:29][C:30](Cl)=[O:31])[CH2:7][CH2:8][CH2:9][CH2:10][CH2:11][CH2:12][CH2:13][CH2:14][CH2:15][CH2:16][CH2:17][CH2:18][CH2:19][CH2:20][CH2:21][CH2:22][CH3:23]>CN(C)C(=O)C>[CH2:6]([S:24][CH2:25][CH2:26][CH2:27][CH2:28][CH2:29][C:30]([NH2:5])=[O:31])[CH2:7][CH2:8][CH2:9][CH2:10][CH2:11][CH2:12][CH2:13][CH2:14][CH2:15][CH2:16][CH2:17][CH2:18][CH2:19][CH2:20][CH2:21][CH2:22][CH3:23] |f:0.1|. Procedure details: 19.3 Grams of ammonium acetate and 100 ml of N,N-dimethylacetamide were charged in a flask equipped with a stirrer, a condenser and a calcium chloride drying tube and stirred at room temperature. Thereto was slowly added dropwise 21.0 g of 6-(octadecylthio) hexanoic acid chloride, followed by continuing the stirring for 20 hours and, then, stirring with heating at 60° C. by a water bath for 2 hours. The reaction mixture was cooled to room temperature and the precipitated crystal was filtered off... Product: C(CCCCCCCCCCCCCCCCC)SCCCCCC(=O)N (6-(octadecylthio)hexanamide). Reactants: [O-]Cl, [Na+], [Na+], [OH-], OCc1ccccc1. Reaction SMILES: [Cl:9][O-:10].[Na+:11].[Na+:13].[OH-:12].[OH:1][CH2:2][c:3]1[cH:4][cH:5][cH:6][cH:7][cH:8]1>>[O:1]=[CH:2][c:3]1[cH:4][cH:5][cH:6][cH:7][cH:8]1. Yields the product O=Cc1ccccc1.